Dataset: the Open Reaction Database (ORD), a public repository of structured organic reaction records. Task: describe an organic reaction: reactants, conditions, products, and yield The reactants are ClCC(=O)N1CCN(CC1)C1=CC(=C(C=C1)Cl)OC (2-chloro-1-[4-(4-chloro-3-methoxy-phenyl)-piperazin-1-yl]-ethanone), C1(=CC=CC=C1)C1NC(OC1)=O (4-phenyl-oxazolidin-2-one), C(=O)([O-])[O-].[Cs+].[Cs+] (Cs2CO3). Solvent: CN(C)C=O (DMF). Yields the product ClC1=C(C=C(C=C1)N1CCN(CC1)C(CN1C(OCC1C1=CC=CC=C1)=O)=O)OC (3-{2-[4-(4-Chloro-3-methoxy-phenyl)-piperazin-1-yl]-2-oxo-ethyl}-4-phenyl-oxazolidin-2-one). RXN SMILES: Cl[CH2:2][C:3]([N:5]1[CH2:10][CH2:9][N:8]([C:11]2[CH:16]=[CH:15][C:14]([Cl:17])=[C:13]([O:18][CH3:19])[CH:12]=2)[CH2:7][CH2:6]1)=[O:4].[C:20]1([CH:26]2[CH2:30][O:29][C:28](=[O:31])[NH:27]2)[CH:25]=[CH:24][CH:23]=[CH:22][CH:21]=1.C([O-])([O-])=O.[Cs+].[Cs+]>CN(C=O)C>[Cl:17][C:14]1[CH:15]=[CH:16][C:11]([N:8]2[CH2:9][CH2:10][N:5]([C:3](=[O:4])[CH2:2][N:27]3[CH:26]([C:20]4[CH:25]=[CH:24][CH:23]=[CH:22][CH:21]=4)[CH2:30][O:29][C:28]3=[O:31])[CH2:6][CH2:7]2)=[CH:12][C:13]=1[O:18][CH3:19] |f:2.3.4|. Procedure: Compound 42 was prepared according to the procedure described in Example 2 using 2-Chloro-1-[4-(4-chloro-3-methoxy-phenyl)-piperazin-1-yl]-ethanone (1) (0.1 mmol), 4-phenyl-oxazolidin-2-one and Cs2CO3 in DMF: HPLC retention time, 2.30 minutes (Agilent Zorbax SB-C18, 2.1×50 mm, 5μ, 35° C.) using 1 ml/min flow rate, a 2.5 minute gradient of 20% to 100% B with a 1.1 minute wash at 100% B (A=0.1% formic acid/5% acetonitrile/94.9% water, B=0.1% formic acid/5% water/94.9% acetonitrile); MS (ES) M+H ex... The reactants are [Na] (sodium), C(=O)(OCC)C1(C(C2CCCCC2CC1)C)O (2-carbethoxy-methyl-2-hydroxy-decalin), C(C)O (ethyl alcohol). Run in O (water). The product is OCCC1C(CCC2CCCCC12)O (2-hydroxyethyl-2-hydroxy-decalin). RXN SMILES: [Na].C([C:7]1([OH:18])[CH2:16][CH2:15][CH:14]2[CH:9]([CH2:10][CH2:11][CH2:12][CH2:13]2)[CH:8]1[CH3:17])(OCC)=O.[CH2:19]([OH:21])C>O>[OH:21][CH2:19][CH2:17][CH:8]1[CH:9]2[CH:14]([CH2:13][CH2:12][CH2:11][CH2:10]2)[CH2:15][CH2:16][CH:7]1[OH:18] |^1:0|. Reported procedure: 86.25 g Of small pieces of sodium are added to 60 g of 2-carbethoxy-methyl-2-hydroxy-decalin and 900 ml of anhydrous ethyl alcohol. A vigorous reaction sets in which causes the reaction medium to reflux. Reflux is maintained for 1 hour. The mass is cooled, 1000 ml of water added, the alcohol distilled off and the residue is taken up in a little warm water. After cooling the mass is extracted three times with 250 ml of diethyl ether. The ethereal solutions are washed to neutrality and distilled; ... Reactants: [N+](=O)(O)[O-] (nitric acid), ice water, C(C)(=O)NC1=C(C(=O)OC)C=CC(=C1)F (Methyl 2-acetylamino-4-fluoro-benzoate), resultant mixture. The solvent is S(O)(O)(=O)=O (sulfuric acid). Reaction conditions: time 10 minute. Yields the product C(C)(=O)NC1=C(C(=O)OC)C=C(C(=C1)F)[N+](=O)[O-] (METHYL 2-ACETYLAMINO-4-FLUORO-5-NITRO-BENZOATE). RXN SMILES: [N+:1]([O-:4])(O)=[O:2].[C:5]([NH:8][C:9]1[CH:18]=[C:17]([F:19])[CH:16]=[CH:15][C:10]=1[C:11]([O:13][CH3:14])=[O:12])(=[O:7])[CH3:6]>S(=O)(=O)(O)O>[C:5]([NH:8][C:9]1[CH:18]=[C:17]([F:19])[C:16]([N+:1]([O-:4])=[O:2])=[CH:15][C:10]=1[C:11]([O:13][CH3:14])=[O:12])(=[O:7])[CH3:6]. Procedure: To a three-neck flask (2,000 ml) was added concentrated nitric acid (500 ml). The mixture was cooled in an ice-water bath. Concentrated sulfuric acid (500 ml) was dropwise added to the mixture under mechanical stirring. After addition, the temperature of the resulting mixture was maintained below 15° C. Methyl 2-acetylamino-4-fluoro-benzoate (105.5 g, 0.5 mol) was slowly added. The resultant mixture was kept in an ice-water bath for 40 min with stirring. Then the mixture was poured into ice wate... The reactants are Example 13 ( j ), Cl (hydrogen chloride), C(C)(C)(C)OC(=O)N1C[C@H]([C@@H]([C@H](C1)OCC1=CC2=CC=CC=C2C(=C1)OC)C1=CC=C(C=C1)OCCCOCC1=C(C=CC=C1)OC)CN1C=NC=C1 ((3R,4R,5R)-3-imidazol-1-ylmethyl-4-{4-[3-(2-methoxy-benzyloxy)-propoxy]-phenyl}-5-(4-methoxy-naphthalen-2-ylmethoxy)-piperidine-1-carboxylic acid tert-butyl ester). The solvent is CO (methanol). The product is Cl.Cl.N1(C=NC=C1)C[C@@H]1CNC[C@@H]([C@H]1C1=CC=C(C=C1)OCCCOCC1=C(C=CC=C1)OC)OCC1=CC2=CC=CC=C2C(=C1)OC ((3S,4R,5R)-3-imidazol-1-ylmethyl-4-[4-[3-(2-methoxy-benzyloxy)-propoxy]-phenyl]-5-(4-methoxy-naphthalen-2-ylmethoxy)-piperidine dihydrochloride). RXN SMILES: [ClH:1].C(OC([N:9]1[CH2:14][C@H:13]([O:15][CH2:16][C:17]2[CH:26]=[C:25]([O:27][CH3:28])[C:24]3[C:19](=[CH:20][CH:21]=[CH:22][CH:23]=3)[CH:18]=2)[C@@H:12]([C:29]2[CH:34]=[CH:33][C:32]([O:35][CH2:36][CH2:37][CH2:38][O:39][CH2:40][C:41]3[CH:46]=[CH:45][CH:44]=[CH:43][C:42]=3[O:47][CH3:48])=[CH:31][CH:30]=2)[C@H:11]([CH2:49][N:50]2[CH:54]=[CH:53][N:52]=[CH:51]2)[CH2:10]1)=O)(C)(C)C>CO>[ClH:1].[ClH:1].[N:50]1([CH2:49][C@H:11]2[C@H:12]([C:29]3[CH:30]=[CH:31][C:32]([O:35][CH2:36][CH2:37][CH2:38][O:39][CH2:40][C:41]4[CH:46]=[CH:45][CH:44]=[CH:43][C:42]=4[O:47][CH3:48])=[CH:33][CH:34]=3)[C@@H:13]([O:15][CH2:16][C:17]3[CH:26]=[C:25]([O:27][CH3:28])[C:24]4[C:19](=[CH:20][CH:21]=[CH:22][CH:23]=4)[CH:18]=3)[CH2:14][NH:9][CH2:10]2)[CH:54]=[CH:53][N:52]=[CH:51]1 |f:3.4.5|. Reported procedure: In an analogous manner to that described in Example 13 (j) by cleavage of the BOC group using a solution of hydrogen chloride in methanol, starting from (3R,4R,5R)-3-imidazol-1-ylmethyl-4-{4-[3-(2-methoxy-benzyloxy)-propoxy]-phenyl}-5-(4-methoxy-naphthalen-2-ylmethoxy)-piperidine-1-carboxylic acid tert-butyl ester there was obtained (3S,4R,5R)-3-imidazol-1-ylmethyl-4-[4-[3-(2-methoxy-benzyloxy)-propoxy]-phenyl]-5-(4-methoxy-naphthalen-2-ylmethoxy)-piperidine dihydrochloride as an amorphous solid... Reactants: CN(C)C=O, OC(CN(Cc1cccc(OC(F)(F)C(F)F)c1)c1cc(F)ccc1F)C(F)(F)F, [K+], [K+], O=C([O-])[O-], O. The product is Fc1ccc2c(c1)N(Cc1cccc(OC(F)(F)C(F)F)c1)CC(C(F)(F)F)O2. Reaction SMILES: [CH3:37][N:38]([CH3:39])[CH:40]=[O:41].[F:1][c:2]1[c:3]([N:9]([CH2:10][CH:11]([C:12]([F:13])([F:14])[F:15])[OH:16])[CH2:17][c:18]2[cH:19][c:20]([O:24][C:25]([CH:26]([F:27])[F:28])([F:29])[F:30])[cH:21][cH:22][cH:23]2)[cH:4][c:5]([F:8])[cH:6][cH:7]1.[K+:31].[K+:32].[O-:33][C:34]([O-:35])=[O:36].[OH2:42]>>[c:2]12[c:3]([cH:4][c:5]([F:8])[cH:6][cH:7]1)[N:9]([CH2:17][c:18]1[cH:19][c:20]([O:24][C:25]([CH:26]([F:27])[F:28])([F:29])[F:30])[cH:21][cH:22][cH:23]1)[CH2:10][CH:11]([C:12]([F:13])([F:14])[F:15])[O:16]2. The reactants are Clc1cc(Br)cc(Br)c1, COC(=O)CC(=O)OC, C1COCCO1, ClCCl, [Cu]Br, [H-], [NH4+], [Na+], [OH-]. The product is COC(=O)C(C(=O)OC)c1cc(Cl)cc(Br)c1. RXN SMILES: [Br:1][c:2]1[cH:3][c:4]([Br:9])[cH:5][c:6]([Cl:8])[cH:7]1.[C:10]([CH2:11][C:12](=[O:13])[O:14][CH3:15])(=[O:16])[O:17][CH3:18].[CH2:23]1[O:24][CH2:25][CH2:26][O:27][CH2:28]1.[Cl:31][CH2:32][Cl:33].[Cu:29][Br:30].[H-:19].[NH4+:22].[Na+:20].[OH-:21]>>[c:2]1([CH:11]([C:10](=[O:16])[O:17][CH3:18])[C:12](=[O:13])[O:14][CH3:15])[cH:3][c:4]([Br:9])[cH:5][c:6]([Cl:8])[cH:7]1.